Dataset: the Open Reaction Database (ORD), a public repository of structured organic reaction records. Task: describe an organic reaction: reactants, conditions, products, and yield Starting materials: CCOCC, C[Si](C)(C)Cl, [Zn], CCCCCCCCCCCC(CC(=O)Oc1ccccc1)OC(=O)C(Br)CCCCCC. The product is CCCCCCCCCCCC1CC(O)=C(CCCCCC)C(=O)O1. As a reaction SMILES: [CH3:40][CH2:41][O:42][CH2:43][CH3:44].[Cl:34][Si:35]([CH3:36])([CH3:37])[CH3:38].[Zn:39].[c:1]1([O:2][C:8]([CH2:9][CH:10]([CH2:11][CH2:12][CH2:13][CH2:14][CH2:15][CH2:16][CH2:17][CH2:18][CH2:19][CH2:20][CH3:21])[O:22][C:23]([CH:24]([Br:3])[CH2:25][CH2:26][CH2:27][CH2:28][CH2:29][CH3:30])=[O:32])=[O:33])[cH:4][cH:5][cH:6][cH:7][cH:31]1>>[C:8]1([OH:33])=[C:24]([CH2:25][CH2:26][CH2:27][CH2:28][CH2:29][CH3:30])[C:23](=[O:32])[O:22][CH:10]([CH2:11][CH2:12][CH2:13][CH2:14][CH2:15][CH2:16][CH2:17][CH2:18][CH2:19][CH2:20][CH3:21])[CH2:9]1. Reactants: Cl (hydrochloride), NC1=C(C=C(C=C1F)C(CNC1CCC1)=O)C#N (4'-amino-3'-cyano-2-cyclobutylamino-5'-fluoroacetophenone). Product: NC1=C(C=C(C=C1F)C(CNC1CCC1)O)C#N (1-(4'-Amino-3'-cyano-5'-fluoro-phenyl)-2-cyclobutylamino-ethanol). Reaction SMILES: Cl.[NH2:2][C:3]1[C:8]([F:9])=[CH:7][C:6]([C:10](=[O:17])[CH2:11][NH:12][CH:13]2[CH2:16][CH2:15][CH2:14]2)=[CH:5][C:4]=1[C:18]#[N:19]>>[NH2:2][C:3]1[C:8]([F:9])=[CH:7][C:6]([CH:10]([OH:17])[CH2:11][NH:12][CH:13]2[CH2:16][CH2:15][CH2:14]2)=[CH:5][C:4]=1[C:18]#[N:19]. Procedure: m.p. of the hydrochloride: 222°-224° C. (decomp.), was prepared from 4'-amino-3'-cyano-2-cyclobutylamino-5'-fluoroacetophenone analogous to Example 49. The reactants are COC(=O)C=Cc1cc(F)cc(N(Cc2ccccc2)Cc2ccccc2)c1, CO, Cl, [Na+], C1CCOC1, [OH-]. The product is O=C(O)C=Cc1cc(F)cc(N(Cc2ccccc2)Cc2ccccc2)c1. Reaction SMILES: [CH2:3]([c:4]1[cH:5][cH:6][cH:7][cH:8][cH:9]1)[N:10]([c:11]1[cH:12][c:13]([CH:18]=[CH:19][C:20](=[O:21])[O:22][CH3:23])[cH:14][c:15]([F:17])[cH:16]1)[CH2:24][c:25]1[cH:26][cH:27][cH:28][cH:29][cH:30]1.[CH3:37][OH:38].[ClH:31].[Na+:2].[O:32]1[CH2:33][CH2:34][CH2:35][CH2:36]1.[OH-:1]>>[CH2:3]([c:4]1[cH:5][cH:6][cH:7][cH:8][cH:9]1)[N:10]([c:11]1[cH:12][c:13]([CH:18]=[CH:19][C:20](=[O:21])[OH:22])[cH:14][c:15]([F:17])[cH:16]1)[CH2:24][c:25]1[cH:26][cH:27][cH:28][cH:29][cH:30]1. Starting materials: O (water), Cl.ClCCN1CCOCC1 (4-(2-chloroethyl)morpholine hydrochloride), C([O-])([O-])=O.[K+].[K+] (potassium carbonate), FC1=CC=C(CN2C(N(C3=CC=C(C=C3C2=O)C(=O)C2=NC(=C3N2C=CC=C3)C=3C=C(C(=O)O)C=CC3)C)=O)C=C1 (3-(3-{[3-(4-fluorobenzyl)-1-methyl-2,4-dioxo-1,2,3,4-tetrahydroquinazolin-6-yl]carbonyl}imidazo[1,5-a]pyridin-1-yl)benzoic acid). The solvent is CN(C)C=O (DMF), CCOCC (ether). Run at time 18 hour. Product: Cl.FC1=CC=C(CN2C(N(C3=CC=C(C=C3C2=O)C(=O)C2=NC(=C3N2C=CC=C3)C=3C=C(C(=O)OCCN2CCOCC2)C=CC3)C)=O)C=C1 (2-Morpholin-4-yl-ethyl 3-(3-{[3-(4-fluorobenzyl)-1-methyl-2,4-dioxo-1,2,3,4-tetrahydroquinazolin-6-yl]carbonyl}imidazo[1,5-a]pyridin-1-yl)benzoate hydrochloride). Isolated yield 77.6%. Reaction SMILES: Cl.[Cl:2][CH2:3][CH2:4][N:5]1[CH2:10][CH2:9][O:8][CH2:7][CH2:6]1.C(=O)([O-])[O-].[K+].[K+].[F:17][C:18]1[CH:57]=[CH:56][C:21]([CH2:22][N:23]2[C:32](=[O:33])[C:31]3[C:26](=[CH:27][CH:28]=[C:29]([C:34]([C:36]4[N:40]5[CH:41]=[CH:42][CH:43]=[CH:44][C:39]5=[C:38]([C:45]5[CH:46]=[C:47]([CH:51]=[CH:52][CH:53]=5)[C:48]([OH:50])=[O:49])[N:37]=4)=[O:35])[CH:30]=3)[N:25]([CH3:54])[C:24]2=[O:55])=[CH:20][CH:19]=1.O>CN(C=O)C.CCOCC>[ClH:2].[F:17][C:18]1[CH:57]=[CH:56][C:21]([CH2:22][N:23]2[C:32](=[O:33])[C:31]3[C:26](=[CH:27][CH:28]=[C:29]([C:34]([C:36]4[N:40]5[CH:41]=[CH:42][CH:43]=[CH:44][C:39]5=[C:38]([C:45]5[CH:46]=[C:47]([CH:51]=[CH:52][CH:53]=5)[C:48]([O:50][CH2:3][CH2:4][N:5]5[CH2:10][CH2:9][O:8][CH2:7][CH2:6]5)=[O:49])[N:37]=4)=[O:35])[CH:30]=3)[N:25]([CH3:54])[C:24]2=[O:55])=[CH:20][CH:19]=1 |f:0.1,2.3.4,9.10|. Procedure: 0.022 g (0.61 mmol) of 4-(2-chloroethyl)morpholine hydrochloride and 0.189 g (1.37 mmol) of potassium carbonate are added, under an inert atmosphere, to 0.3 g (0.55 mmol) of 3-(3-{[3-(4-fluorobenzyl)-1-methyl-2,4-dioxo-1,2,3,4-tetrahydroquinazolin-6-yl]carbonyl}imidazo[1,5-a]pyridin-1-yl)benzoic acid in 8 ml of DMF. After stirring for 18 h at ambient temperature and then for 8 hours at 50° C., the reaction medium is hydrolysed with water, and extracted with ethyl acetate. The organic phase is wa... Reagents/catalysts: C=1C=CC(=CC1)[P](C=2C=CC=CC2)(C=3C=CC=CC3)[Pd]([P](C=4C=CC=CC4)(C=5C=CC=CC5)C=6C=CC=CC6)([P](C=7C=CC=CC7)(C=8C=CC=CC8)C=9C=CC=CC9)[P](C=1C=CC=CC1)(C=1C=CC=CC1)C=1C=CC=CC1 (tetrakis(triphenylphosphine)palladium(0)). Yield: 100.0%. Conditions: temperature 80 celsius. Product: C(C)(C)(C)OC(NC(C)C1=C(C(=C(C(=C1)Cl)C)C=C)OC)=O (tert-Butyl[1-(5-chloro-2-methoxy-4-methyl-3-vinylphenyl)ethyl]carbamate). Reaction SMILES: Br[C:2]1[C:3]([O:20][CH3:21])=[C:4]([CH:10]([NH:12][C:13](=[O:19])[O:14][C:15]([CH3:18])([CH3:17])[CH3:16])[CH3:11])[CH:5]=[C:6]([Cl:9])[C:7]=1[CH3:8].CO[CH2:24][CH2:25]OC.C(=O)([O-])[O-].[K+].[K+].N1C=CC=CC=1.C(B1OB(C=C)OB(C=C)O1)=C>O.CCOC(C)=O.C1C=CC([P]([Pd]([P](C2C=CC=CC=2)(C2C=CC=CC=2)C2C=CC=CC=2)([P](C2C=CC=CC=2)(C2C=CC=CC=2)C2C=CC=CC=2)[P](C2C=CC=CC=2)(C2C=CC=CC=2)C2C=CC=CC=2)(C2C=CC=CC=2)C2C=CC=CC=2)=CC=1>[C:15]([O:14][C:13](=[O:19])[NH:12][CH:10]([C:4]1[CH:5]=[C:6]([Cl:9])[C:7]([CH3:8])=[C:2]([CH:24]=[CH2:25])[C:3]=1[O:20][CH3:21])[CH3:11])([CH3:18])([CH3:17])[CH3:16] |f:2.3.4,5.6,^1:62,64,83,102|. Procedure details: To a solution of tert-butyl[1-(3-bromo-5-chloro-2-methoxy-4-methylphenyl)ethyl]carbamate (80 mg, 0.20 mmol) (Example 113, Step 1; peak 2 from chiral separation) in water (0.44 mL) was added 1,2-dimethoxyethane (1.0 mL), potassium carbonate (29 mg, 0.21 mmol), pyridine:trivinylboroxin (1:1) (80 mg, 0.32 mmol) and tetrakis(triphenylphosphine)palladium(0) (11 mg, 0.0092 mmol). The resulting suspension was heated at 80° C. overnight. The reaction was diluted with water and EtOAc. The aqueous phase w... Starting materials: BrC=1C(=C(C=C(C1C)Cl)C(C)NC(OC(C)(C)C)=O)OC (tert-Butyl [1-(3-bromo-5-chloro-2-methoxy-4-methylphenyl)ethyl]carbamate), COCCOC (1,2-dimethoxyethane), C([O-])([O-])=O.[K+].[K+] (potassium carbonate), N1=CC=CC=C1.C(=C)B1OB(OB(O1)C=C)C=C (pyridine trivinylboroxin). The solvent is O (water), O (water), CCOC(=O)C (EtOAc). Starting materials: Cl (HCl), C(C)(C)(C)OC(=O)N1CCC(CC1)OC1=CC=C(C=C1)C#N (4-(4-cyanophenoxy)piperidine-1-carboxylic acid tert-butyl ester). Solvent: Et2O hexanes, dioxanes. Conditions: time 2 hour. Product: Cl.N1CCC(CC1)OC1=CC=C(C#N)C=C1 (4-(piperidin-4-yloxy)benzonitrile hydrochloride). As a reaction SMILES: [ClH:1].C(OC([N:9]1[CH2:14][CH2:13][CH:12]([O:15][C:16]2[CH:21]=[CH:20][C:19]([C:22]#[N:23])=[CH:18][CH:17]=2)[CH2:11][CH2:10]1)=O)(C)(C)C>>[ClH:1].[NH:9]1[CH2:10][CH2:11][CH:12]([O:15][C:16]2[CH:21]=[CH:20][C:19]([C:22]#[N:23])=[CH:18][CH:17]=2)[CH2:13][CH2:14]1 |f:2.3|. Reported procedure: Step-2: To a stirred solution of 100 mL (400 mmol) of 4N HCl in dioxanes was added the step-1 product, 4-(4-cyanophenoxy)piperidine-1-carboxylic acid tert-butyl ester, (12.60 g, 0.0417 mol) and the mixture stirred 2 h, and 150 mL of 67% Et2O/hexanes added. The resulting slurry was filtered and dried under vacuum (1 torr, 60° C.) to afford the step-2 product, 4-(piperidin-4-yloxy)benzonitrile hydrochloride, as a white solid (9.10 g, 91%): LCMS [MH+]203, Rt 1.23. Reactants: CC(C)=O, CCOCC, COC(=O)c1cc(CO)c(C)o1. Product: COC(=O)c1cc(C(=O)O)c(C)o1. RXN SMILES: [CH3:13][C:14]([CH3:15])=[O:16].[CH3:17][CH2:18][O:19][CH2:20][CH3:21].[CH3:1][O:2][C:3](=[O:4])[c:5]1[o:6][c:7]([CH3:12])[c:8]([CH2:10][OH:11])[cH:9]1>>[CH3:1][O:2][C:3](=[O:4])[c:5]1[o:6][c:7]([CH3:12])[c:8]([C:10](=[O:11])[OH:16])[cH:9]1. The reactants are [OH-].[Na+] (sodium hydroxide), ON1N=NC2=C1C=CC=C2 (1-Hydroxybenzotriazole), CC(CC1=CNC2=CC=CC=C21)N (DL-α-methyltryptamine), CN1CCOCC1 (N-methylmorpholine), C1(CCCCC1)N=C=NC1CCCCC1 (dicyclohexylcarbodiimide), CN(C1(CCC(CC1)=CC(=O)O)C1=CC(=CC=C1)F)C ([4-dimethylamino-4-(3-fluoro-phenyl)-cyclohexylidene]acetic acid). The solvent is O (water), CN(C=O)C (dimethylformamide). Reaction conditions: time 6 day. Product: CN(C1(CCC(CC1)=CC(=O)NC(CC1=CNC2=CC=CC=C12)C)C1=CC(=CC=C1)F)C (2-[4-Dimethylamino-4-(3-fluorophenyl)cyclohexylidene]-N-[2-(1H-indol-3-yl)-1-methylethyl]acetamide). RXN SMILES: ON1C2C=CC=CC=2N=N1.[CH3:11][CH:12]([NH2:23])[CH2:13][C:14]1[C:22]2[C:17](=[CH:18][CH:19]=[CH:20][CH:21]=2)[NH:16][CH:15]=1.CN1CCOCC1.C1(N=C=NC2CCCCC2)CCCCC1.[CH3:46][N:47]([CH3:65])[C:48]1([C:58]2[CH:63]=[CH:62][CH:61]=[C:60]([F:64])[CH:59]=2)[CH2:53][CH2:52][C:51](=[CH:54][C:55](O)=[O:56])[CH2:50][CH2:49]1.[OH-].[Na+]>CN(C)C=O.O>[CH3:65][N:47]([CH3:46])[C:48]1([C:58]2[CH:63]=[CH:62][CH:61]=[C:60]([F:64])[CH:59]=2)[CH2:53][CH2:52][C:51](=[CH:54][C:55]([NH:23][CH:12]([CH3:11])[CH2:13][C:14]2[C:22]3[C:17](=[CH:18][CH:19]=[CH:20][CH:21]=3)[NH:16][CH:15]=2)=[O:56])[CH2:50][CH2:49]1 |f:5.6|. Procedure: 1-Hydroxybenzotriazole (1.43 g, 10.6 mmol), DL-α-methyltryptamine (923.3 mg, 5.3 mmol), N-methylmorpholine (1.07 g, 10.6 mmol) and dicyclohexylcarbodiimide (2.19 g, 10.6 mmol) were added to a solution of [4-dimethylamino-4-(3-fluoro-phenyl)-cyclohexylidene]acetic acid (1.4 g, 5.3 mmol) in dry dimethylformamide (50 ml) under argon and the mixture was stirred at RT for 6 d. Working up of the mixture was carried out by separating off the urea which had precipitated out and introducing the filtrate ... Procedure: A mixture of 25.5 g (0.3 mol) of 2-pyrrolidone, 33.6 g (0.6 mol) of potassium hydroxide, 150 ml of dimethylsulphoxide and 100 ml of benzene are refluxed under stirring till a complete dispergation of the alkali. Dropwise added to the mixture are 73.5 g (0.6 mol) of ethylchloroacetate and heating at reflux is continued for additional 2 hours, whereafter the temperature of the mixture is brought to room temperature. The salt residue is filtered-off, the mixture is subjected to fractionation to giv... RXN SMILES: [NH:1]1[CH2:5][CH2:4][CH2:3][C:2]1=[O:6].[OH-:7].[K+].CS(C)=[O:11].[CH2:13]([O:15][C:16](=[O:19])[CH2:17]Cl)[CH3:14].[CH:20]1[CH:25]=CC=CC=1>>[C:14]([CH2:13][O:15][C:16](=[O:19])[CH2:17][N:1]1[CH2:5][CH2:4][CH2:3][C:2]1=[O:6])([O:11][CH2:25][CH3:20])=[O:7] |f:1.2|. Yields the product C(=O)(OCC)COC(CN1C(CCC1)=O)=O ((2-oxo-1-pyrrolidinyl)-acetic acid carboethoxymethyl ester). The reactants are C(C)OC(CCl)=O (ethylchloroacetate), N1C(CCC1)=O (2-pyrrolidone), [OH-].[K+] (potassium hydroxide), CS(=O)C (dimethylsulphoxide), C1=CC=CC=C1 (benzene). Conditions: time 2 hour. Yield: 52.0%.